From a dataset of the Open Reaction Database (ORD), a public repository of structured organic reaction records. describe an organic reaction: reactants, conditions, products, and yield Starting materials: [Br-], COC(=O)c1ccc(CCC(C=O)Cc2ccc(C#N)cc2)cc1, [Li]CCCC, C1CCOC1, CCCCCC, O, Oc1ccccc1C[P+](c1ccccc1)(c1ccccc1)c1ccccc1. Product: COC(=O)c1ccc(CCC(C=Cc2ccccc2O)Cc2ccc(C#N)cc2)cc1. RXN SMILES: [Br-:6].[C:34](#[N:35])[c:36]1[cH:37][cH:38][c:39]([CH2:40][CH:41]([CH2:42][CH2:43][c:44]2[cH:45][cH:46][c:47]([C:48](=[O:49])[O:50][CH3:51])[cH:52][cH:53]2)[CH:54]=[O:55])[cH:56][cH:57]1.[CH2:1]([Li:2])[CH2:3][CH2:4][CH3:5].[CH2:65]1[O:66][CH2:67][CH2:68][CH2:69]1.[CH3:59][CH2:60][CH2:61][CH2:62][CH2:63][CH3:64].[OH2:58].[OH:7][c:8]1[c:9]([CH2:10][P+:11]([c:12]2[cH:13][cH:14][cH:15][cH:16][cH:17]2)([c:18]2[cH:19][cH:20][cH:21][cH:22][cH:23]2)[c:24]2[cH:25][cH:26][cH:27][cH:28][cH:29]2)[cH:30][cH:31][cH:32][cH:33]1>>[OH:7][c:8]1[c:9]([CH:10]=[CH:54][CH:41]([CH2:40][c:39]2[cH:38][cH:37][c:36]([C:34]#[N:35])[cH:57][cH:56]2)[CH2:42][CH2:43][c:44]2[cH:45][cH:46][c:47]([C:48](=[O:49])[O:50][CH3:51])[cH:52][cH:53]2)[cH:30][cH:31][cH:32][cH:33]1. The reactants are CN(C)C=O, NCCCCCOC1(O)C(O)C(CO)OC1n1cnc2c(N)ncnc21, [Na+], O=C([O-])O, O=C(O)CCCc1ccc2ccc3cccc4ccc1c2c34. Product: c1cc2ccc3cccc4ccc(c1)c2c34. As a reaction SMILES: [CH3:54][N:55]([CH3:56])[CH:57]=[O:58].[NH2:1][CH2:2][CH2:3][CH2:4][CH2:5][CH2:6][O:7][C:8]1([OH:9])[CH:10]([OH:11])[CH:12]([CH2:13][OH:14])[O:15][CH:16]1[n:17]1[c:18]2[n:19][cH:20][n:21][c:22]([NH2:23])[c:24]2[n:25][cH:26]1.[Na+:53].[O-:49][C:50]([OH:51])=[O:52].[c:27]1([CH2:43][CH2:44][CH2:45][C:46]([OH:47])=[O:48])[cH:28][cH:29][c:30]2[cH:31][cH:32][c:33]3[cH:34][cH:35][cH:36][c:37]4[cH:38][cH:39][c:40]1[c:41]2[c:42]34>>[cH:27]1[cH:28][cH:29][c:30]2[cH:31][cH:32][c:33]3[cH:34][cH:35][cH:36][c:37]4[cH:38][cH:39][c:40]1[c:41]2[c:42]34. Reactants: CCOCC (ether), CN1C2=C(NC3=C(C1=O)C=CC=C3)N=CC=C2 (5,11-dihydro-5-methyl-6H-pyrido[2,3-b][1,4]benzodiazepin-6-one), CN(CCCl)C (2-dimethylamino-ethyl chloride), [H-].[Na+] (sodium hydride). Run in O (water), C=1(C(=CC=CC1)C)C (xylene). The product is CN(CCN1C2=C(N(C(C3=C1C=CC=C3)=O)C)C=CC=N2)C (11-(2-dimethylaminoethyl)-5,11-dihydro-5-methyl-6H-pyrido[2,3-b][1,4]benzodiazepin-6-one). Yield: 45.6%. RXN SMILES: [CH3:1][N:2]1[C:8](=[O:9])[C:7]2[CH:10]=[CH:11][CH:12]=[CH:13][C:6]=2[NH:5][C:4]2[N:14]=[CH:15][CH:16]=[CH:17][C:3]1=2.[H-].[Na+].[CH3:20][N:21]([CH3:25])[CH2:22][CH2:23]Cl.CCOCC>C1(C)C(C)=CC=CC=1.O>[CH3:20][N:21]([CH3:25])[CH2:22][CH2:23][N:5]1[C:6]2[CH:13]=[CH:12][CH:11]=[CH:10][C:7]=2[C:8](=[O:9])[N:2]([CH3:1])[C:3]2[CH:17]=[CH:16][CH:15]=[N:14][C:4]1=2 |f:1.2|. Procedure details: 9.0 gm of 5,11-dihydro-5-methyl-6H-pyrido[2,3-b][1,4]benzodiazepin-6-one were dissolved in 200 ml of hot absolute xylene, 2.1 gm of 50% sodium hydride in mineral oil were added to the solution, and the mixture was refluxed for two hours. Then, 5.3 gm of 2-dimethylamino-ethyl chloride were added dropwise, and the resulting mixture was refluxed for 16 hours more. The cooled reaction mixture was taken up with a mixture of ether and water, and the organic phase was separated and extracted with dilut...